describe an organic reaction: reactants, conditions, products, and yield From a dataset of the Open Reaction Database (ORD), a public repository of structured organic reaction records. Starting materials: C1CCOC1, Cc1cc(-c2ccc(C(F)(F)F)cc2)cc(-c2cccc(-c3cccc(S(=O)(=O)Cl)c3)n2)n1, CCOC(C)=O, OCCOC1CCNCC1. The product is Cc1cc(-c2ccc(C(F)(F)F)cc2)cc(-c2cccc(-c3cccc(S(=O)(=O)N4CCC(OCCO)CC4)c3)n2)n1. Reaction SMILES: [CH2:44]1[O:45][CH2:46][CH2:47][CH2:48]1.[CH3:1][c:2]1[cH:3][c:4](-[c:24]2[cH:25][cH:26][c:27]([C:30]([F:31])([F:32])[F:33])[cH:28][cH:29]2)[cH:5][c:6](-[c:8]2[n:9][c:10](-[c:14]3[cH:15][c:16]([S:20](=[O:21])(=[O:22])[Cl:23])[cH:17][cH:18][cH:19]3)[cH:11][cH:12][cH:13]2)[n:7]1.[CH3:49][CH2:50][O:51][C:52]([CH3:53])=[O:54].[OH:34][CH2:35][CH2:36][O:37][CH:38]1[CH2:39][CH2:40][NH:41][CH2:42][CH2:43]1>>[CH3:1][c:2]1[cH:3][c:4](-[c:24]2[cH:25][cH:26][c:27]([C:30]([F:31])([F:32])[F:33])[cH:28][cH:29]2)[cH:5][c:6](-[c:8]2[n:9][c:10](-[c:14]3[cH:15][c:16]([S:20](=[O:21])(=[O:22])[N:41]4[CH2:40][CH2:39][CH:38]([O:37][CH2:36][CH2:35][OH:34])[CH2:43][CH2:42]4)[cH:17][cH:18][cH:19]3)[cH:11][cH:12][cH:13]2)[n:7]1. RXN SMILES: C[O:2][C:3]([C:5]1[C:6](Cl)=[N:7][C:8]2[C:13]([C:14]=1[C:15]1[CH:20]=[CH:19][CH:18]=[CH:17][CH:16]=1)=[CH:12][C:11]([C:21]#[N:22])=[CH:10][C:9]=2[CH3:23])=[O:4].[NH:25]1[CH2:30][CH2:29][CH2:28][CH2:27][CH2:26]1>>[C:21]([C:11]1[CH:12]=[C:13]2[C:8](=[C:9]([CH3:23])[CH:10]=1)[N:7]=[C:6]([N:25]1[CH2:30][CH2:29][CH2:28][CH2:27][CH2:26]1)[C:5]([C:3]([OH:2])=[O:4])=[C:14]2[C:15]1[CH:20]=[CH:19][CH:18]=[CH:17][CH:16]=1)#[N:22]. Procedure: The title compound was prepared in analogy to example 21 step D from 2-chloro-6-cyano-8-methyl-4-phenyl-quinoline-3-carboxylic acid methyl ester and piperidine. Yellow solid. MS (ESI): 372.2 (M+H)+. The product is C(#N)C=1C=C2C(=C(C(=NC2=C(C1)C)N1CCCCC1)C(=O)O)C1=CC=CC=C1 (6-Cyano-8-methyl-4-phenyl-2-piperidin-1-yl-quinoline-3-carboxylic acid). Starting materials: COC(=O)C=1C(=NC2=C(C=C(C=C2C1C1=CC=CC=C1)C#N)C)Cl (2-chloro-6-cyano-8-methyl-4-phenyl-quinoline-3-carboxylic acid methyl ester), N1CCCCC1 (piperidine). Starting materials: [BH3-]C#N, CC(=O)O, CON=C(C)C1CC1c1c(Cl)cc(Cl)cc1Cl, CCO, [Na+]. The product is CONC(C)C1CC1c1c(Cl)cc(Cl)cc1Cl. As a reaction SMILES: [C:22]([BH3-:23])#[N:24].[CH3:18][C:19](=[O:20])[OH:21].[CH3:1][O:2][N:3]=[C:4]([CH3:5])[CH:6]1[CH:7]([c:9]2[c:10]([Cl:17])[cH:11][c:12]([Cl:16])[cH:13][c:14]2[Cl:15])[CH2:8]1.[CH3:26][CH2:27][OH:28].[Na+:25]>>[CH3:1][O:2][NH:3][CH:4]([CH3:5])[CH:6]1[CH:7]([c:9]2[c:10]([Cl:17])[cH:11][c:12]([Cl:16])[cH:13][c:14]2[Cl:15])[CH2:8]1. Reactants: resulting solution, C(O)([O-])=O.[Na+] (sodium hydrogen carbonate), COC1=C(C=CC(=C1OC)OC)CCN1CCN(CC1)C(=S)SC (methyl 4-{2-(2,3,4-trimethoxyphenyl)ethyl}-1-piperazinecarbodithioate), O (water). The solvent is B(Br)(Br)Br (boron tribromide), ClCCl (dichloromethane), ClCCl (dichloromethane), B(Br)(Br)Br (boron tribromide). Run at time 8 hour. The product is OC1=C(C=CC(=C1O)O)CCN1CCN(CC1)C(=S)SC (Methyl 4-{2-(2,3,4-trihydroxyphenyl)ethyl}-1-piperazinecarbodithioate). Isolated yield 31.7%. RXN SMILES: C[O:2][C:3]1[C:8]([O:9]C)=[C:7]([O:11]C)[CH:6]=[CH:5][C:4]=1[CH2:13][CH2:14][N:15]1[CH2:20][CH2:19][N:18]([C:21]([S:23][CH3:24])=[S:22])[CH2:17][CH2:16]1.O.C(=O)([O-])O.[Na+]>ClCCl.B(Br)(Br)Br>[OH:2][C:3]1[C:8]([OH:9])=[C:7]([OH:11])[CH:6]=[CH:5][C:4]=1[CH2:13][CH2:14][N:15]1[CH2:16][CH2:17][N:18]([C:21]([S:23][CH3:24])=[S:22])[CH2:19][CH2:20]1 |f:2.3|. Procedure details: In 14 ml of dry dichloromethane was dissolved 1 ml of boron tribromide. 9.3 ml of the resulting solution containing 665 mmol. of boron tribromide was chilled to -50° C. in a nitrogen atmosphere. To the chilled solution was dropwise added a solution of 0.73 g of methyl 4-{2-(2,3,4-trimethoxyphenyl)ethyl}-1-piperazinecarbodithioate in 25 ml of dry dichloromethane for 15 min. The resulting mixture was left to reach room temperature, and then stirred overnight. To the mixture was added 3 ml of water... The reactants are O1C[C@H]1COC1=CC=CC=C1 ((S)-1,2-epoxy-3-phenoxypropane), NCCNC(C(C)C)=O (N-(2-aminoethyl)isobutyramide). Run in C(C)O (ethanol). Yields the product O[C@@H](CNCCNC(C(C)C)=O)COC1=CC=CC=C1 ((S)-N-(2-[2-hydroxy-3-phenoxypropyl]aminoethyl)isobutyramide). The yield is 46.0%. RXN SMILES: [O:1]1[C@H:3]([CH2:4][O:5][C:6]2[CH:11]=[CH:10][CH:9]=[CH:8][CH:7]=2)[CH2:2]1.[NH2:12][CH2:13][CH2:14][NH:15][C:16](=[O:20])[CH:17]([CH3:19])[CH3:18]>C(O)C>[OH:1][C@H:3]([CH2:4][O:5][C:6]1[CH:11]=[CH:10][CH:9]=[CH:8][CH:7]=1)[CH2:2][NH:12][CH2:13][CH2:14][NH:15][C:16](=[O:20])[CH:17]([CH3:19])[CH3:18]. Reported procedure: A mixture of (S)-1,2-epoxy-3-phenoxypropane (0.495 g.) and N-(2-aminoethyl)isobutyramide (0.429 g) in ethanol (25 ml) was heated under reflux for 48 hours. The reaction mixture was cooled and solvent removed by rotary evaporation in vacuo. The residual solid was purified by column chromatography on silica (Merck, Art. 7736) using 5% v/v methanol in dichloromethane as eluant. The solid thereby obtained was purified by recrystallisation from ethyl acetate to give (S)-N-(2-[2-hydroxy-3-phenoxypropy... The reactants are IC1=C(C(=C(C(=C1C)I)C)I)C (Triiodomesitylene), [Mn](=O)(=O)(=O)[O-].[K+].C(C)(=O)OC(C)=O.C(C)(=O)O (potassium permanganate acetic anhydride acetic acid). The product is CC(=O)CC(=O)CC(=O)O (triacetate). The yield is 35.0%. RXN SMILES: IC1C(C)=C(I)C(C)=C(I)[C:3]=1[CH3:12].[Mn]([O-])(=O)(=O)=[O:14].[K+].C([O:22][C:23](=[O:25])[CH3:24])(=O)C.[C:26]([OH:29])(=O)[CH3:27]>>[CH3:12][C:3]([CH2:27][C:26]([CH2:24][C:23]([OH:22])=[O:25])=[O:29])=[O:14] |f:1.2.3.4|. Procedure details: Triiodomesitylene is converted under acetylating conditions in an oxidation reaction with potassium permanganate/acetic anhydride/acetic acid/sulfuiric acid into triacetate (yield: 35%). The triacetate is isolated and saponified with potassium carbonate in methanol to tris alcohol (yield: 94%). The tris alcohol is then reacted to form tris aldehyde by Swem oxidation in dimethyl sulfoxide as a solvent in a yield of 67%. Reactants: [H-].[Al+3].[Li+].[H-].[H-].[H-] (Lithium aluminium hydride), S(O)(O)(=O)=O (sulphuric acid), ClC=1C=C(C=CC1)CCC(=O)N[C@@H]1CC[C@H](CC1)C (3-(3-Chloro-phenyl)-N-(trans-4-methyl-cyclohexyl)-propionamide). Run in C1CCOC1 (THF), C1CCOC1 (THF). Conditions: temperature 0 celsius, time 10 minute. Product: ClC=1C=C(C=CC1)CCCN[C@@H]1CC[C@H](CC1)C ([3-(3-Chloro-phenyl)-propyl]-(trans-4-methyl-cyclohexyl)-amine). Yield: 82.3%. RXN SMILES: [H-].[Al+3].[Li+].[H-].[H-].[H-].S(=O)(=O)(O)O.[Cl:12][C:13]1[CH:14]=[C:15]([CH2:19][CH2:20][C:21]([NH:23][C@H:24]2[CH2:29][CH2:28][C@H:27]([CH3:30])[CH2:26][CH2:25]2)=O)[CH:16]=[CH:17][CH:18]=1>C1COCC1>[Cl:12][C:13]1[CH:14]=[C:15]([CH2:19][CH2:20][CH2:21][NH:23][C@H:24]2[CH2:25][CH2:26][C@H:27]([CH3:30])[CH2:28][CH2:29]2)[CH:16]=[CH:17][CH:18]=1 |f:0.1.2.3.4.5|. Procedure details: 1M Lithium aluminium hydride (5 mL, 5 mmol) and dry THF (5 mL) was cooled to 0° C. where upon 98% sulphuric acid (133 μL, 2.5 mmol) was added over a period of 10 min. The resulting solution was stirred for 10 min at 0° C. and then allowed to warm to room temperature over 30 min. 3-(3-Chloro-phenyl)-N-(trans-4-methyl-cyclohexyl)-propionamide (900 mg, 3.2 mmol) in THF (6 mL) was added and the solution stirred for 16 h at room temperature. The reaction was quenched by the sequential addition of wat... The reactants are 20, C1(=CC=CC=C1)CN1CCC(CC1)NC1=NC=2C(=NC=CC2)N1CCNC(OCC)=O (ethyl [2-[2-[[1-(phenylmethyl)-4-piperidinyl]amino]-3H-imidazo[4,5-b]-pyridin-3-yl]ethyl]carbamate), [OH-].[K+] (potassium hydroxide). Run in CC(C)O (2-propanol). Conditions: time 1.5 hour. The product is C1(=CC=CC=C1)CN1CCC(CC1)NC1=NC=2C(=NC=CC2)N1CCN (2-[[1-(phenylmethyl)-4-piperidinyl]amino]-3H-imidazo[4,5-b]pyridine-3-ethanamine). Isolated yield 40.6%. Reaction SMILES: [C:1]1([CH2:7][N:8]2[CH2:13][CH2:12][CH:11]([NH:14][C:15]3[N:23]([CH2:24][CH2:25][NH:26]C(=O)OCC)[C:18]4=[N:19][CH:20]=[CH:21][CH:22]=[C:17]4[N:16]=3)[CH2:10][CH2:9]2)[CH:6]=[CH:5][CH:4]=[CH:3][CH:2]=1.[OH-].[K+]>CC(O)C>[C:1]1([CH2:7][N:8]2[CH2:9][CH2:10][CH:11]([NH:14][C:15]3[N:23]([CH2:24][CH2:25][NH2:26])[C:18]4=[N:19][CH:20]=[CH:21][CH:22]=[C:17]4[N:16]=3)[CH2:12][CH2:13]2)[CH:6]=[CH:5][CH:4]=[CH:3][CH:2]=1 |f:1.2|. Reported procedure: A mixture of 20 parts of ethyl [2-[2-[[1-(phenylmethyl)-4-piperidinyl]amino]-3H-imidazo[4,5-b]-pyridin-3-yl]ethyl]carbamate, 26.3 parts of potassium hydroxide and 200 parts of 2-propanol was stirred for 1.5 hour at reflux temperature. The reaction mixture was evaporated and the residue was taken up in water. The whole was evaporated again. The residue was taken up in a small amount of water and the product was extracted with dichloromethane. The extract was dried, filtered and evaporated. The re... Starting materials: CC1=C(C(=C(C(=C1C(=O)C(C(=O)OCC)C(=O)OCC)F)F)F)F (diethyl 6-methyl-2,3,4,5-tetrafluorobenzoyl-malonate), C1(=CC=C(C=C1)S(=O)(=O)O)C (p-toluenesulfonic acid). Run in O (water). Yields the product CC1=C(C(=C(C(=C1C(=O)CC(=O)OCC)F)F)F)F (ethyl 6-methyl-2,3,4,5-tetrafluorobenzoylacetate). Isolated yield 70.8%. As a reaction SMILES: [CH3:1][C:2]1[C:7]([C:8]([CH:10](C(OCC)=O)[C:11]([O:13][CH2:14][CH3:15])=[O:12])=[O:9])=[C:6]([F:21])[C:5]([F:22])=[C:4]([F:23])[C:3]=1[F:24].C1(C)C=CC(S(O)(=O)=O)=CC=1>O>[CH3:1][C:2]1[C:7]([C:8]([CH2:10][C:11]([O:13][CH2:14][CH3:15])=[O:12])=[O:9])=[C:6]([F:21])[C:5]([F:22])=[C:4]([F:23])[C:3]=1[F:24]. Procedure: To diethyl 6-methyl-2,3,4,5-tetrafluorobenzoyl-malonate (8 g) are added water (20 ml) and p-toluenesulfonic acid (80 mg) and the mixture is refluxed for 2.5 hours. After cooling, the resultant is extracted with diethyl ether, and the extract is dried over magnesium sulfate and concentrated to give ethyl 6-methyl-2,3,4,5-tetrafluorobenzoylacetate (4.5 g). Starting materials: CC1=C(C2=C(N=C3N(C2=O)C=C(C=C3)C#N)S1)C (2,3-dimethyl-4-oxo-4H-pyrido[1,2-a]thieno[2,3-d]pyrimidine-7-carbonitrile), [Cl-].[NH4+] (ammonium chloride), [Na] (sodium), [N-]=[N+]=[N-] (azide). The solvent is CN(C=O)C (dimethylformamide), N1=CC=CC=C1 (pyridine). The product is CC1=C(C2=C(N=C3N(C2=O)C=C(C=C3)C3=NN=NN3)S1)C (2,3-dimethyl-7-(1H-tetrazol-5-yl)-4H-pyrido[1,2-a]thieno[2,3-d]pyrimidin-4-one). As a reaction SMILES: [CH3:1][C:2]1[S:17][C:5]2[N:6]=[C:7]3[CH:14]=[CH:13][C:12]([C:15]#[N:16])=[CH:11][N:8]3[C:9](=[O:10])[C:4]=2[C:3]=1[CH3:18].[Na].[N-:20]=[N+:21]=[N-:22].[Cl-].[NH4+]>CN(C)C=O.N1C=CC=CC=1>[CH3:1][C:2]1[S:17][C:5]2[N:6]=[C:7]3[CH:14]=[CH:13][C:12]([C:15]4[NH:22][N:21]=[N:20][N:16]=4)=[CH:11][N:8]3[C:9](=[O:10])[C:4]=2[C:3]=1[CH3:18] |f:3.4,^1:18|. Reported procedure: From 0.43 g (0.0017 mol) of 2,3-dimethyl-4-oxo-4H-pyrido[1,2-a]thieno[2,3-d]pyrimidine-7-carbonitrile (Example 32), 0.33 g (0.0051 mol) of sodium size azide and 0.3 g (0.0056 mol) of ammonium chloride in 80 ml of dimethylformamide, following the procedure of Example 34, there is obtained 0.14 g of 2,3-dimethyl-7-(1H-tetrazol-5-yl)-4H-pyrido[1,2-a]thieno[2,3-d]pyrimidin-4-one with pyridine (1:0.6); mp 292°-294° C. (dec) after recrystallization from pyridine.